This data is from the Open Reaction Database (ORD), a public repository of structured organic reaction records. The task is: describe an organic reaction: reactants, conditions, products, and yield The reactants are C1(=CC=CC=C1)P(C1=CC=CC=C1)C1=CC=CC=C1 (Triphenylphosphine), BrBr (bromine), ClC=1C=C(C#N)C=C(C1)CO (3-chloro-5-(hydroxymethyl)benzonitrile). The solvent is C(C)#N (acetonitrile), C(C)#N (acetonitrile). Run at time 30 minute. The product is BrCC=1C=C(C#N)C=C(C1)Cl (3-(bromomethyl)-5-chlorobenzonitrile). RXN SMILES: C1(P(C2C=CC=CC=2)C2C=CC=CC=2)C=CC=CC=1.[Br:20]Br.[Cl:22][C:23]1[CH:24]=[C:25]([CH:28]=[C:29]([CH2:31]O)[CH:30]=1)[C:26]#[N:27]>C(#N)C>[Br:20][CH2:31][C:29]1[CH:28]=[C:25]([CH:24]=[C:23]([Cl:22])[CH:30]=1)[C:26]#[N:27]. Procedure: (Step 3) Triphenylphosphine (0.94 g) was suspended in acetonitrile (20 ml), bromine (0.19 ml) was added, and the mixture was stirred for 30 min. A solution (10 ml) of 3-chloro-5-(hydroxymethyl)benzonitrile (0.60 g) obtained in Step 2 in acetonitrile was added to the reaction mixture, and the mixture was stirred at 80° C. for 4 hr. The reaction solution was quenched with water, and the mixture was extracted with ethyl acetate. The extract was washed with aqueous sodium hydrogen carbonate solution...